Dataset: the Open Reaction Database (ORD), a public repository of structured organic reaction records. Task: describe an organic reaction: reactants, conditions, products, and yield The reactants are C(C)(C)(C)OC(=O)[C@H]1N([C@H](CC1)C1=CC=CC=C1)C(CNC(NC=1C=C(C=CC1)CC(=O)OC)=O)=O (methyl (2S,5R)-3-{3-[2-(2-tert-butoxycarbonyl-5-phenyl-1-pyrrolidinyl)-2-oxoethyl]ureido}phenylacetate), [OH-].[K+] (potassium hydroxide). Solvent: CO (methanol), O (water), CO (methanol). Yields the product C(C)(C)(C)OC(=O)[C@H]1N([C@H](CC1)C1=CC=CC=C1)C(CNC(NC=1C=C(C=CC1)CC(=O)O)=O)=O ((2S,5R)-3-{3-[2-(2-tert-butoxycarbonyl-5-phenyl-1-pyrrolidinyl)-2-oxoethyl]ureido}phenylacetic acid). Yield: 35.2%. As a reaction SMILES: [C:1]([O:5][C:6]([C@@H:8]1[CH2:12][CH2:11][C@H:10]([C:13]2[CH:18]=[CH:17][CH:16]=[CH:15][CH:14]=2)[N:9]1[C:19](=[O:36])[CH2:20][NH:21][C:22](=[O:35])[NH:23][C:24]1[CH:25]=[C:26]([CH2:30][C:31]([O:33]C)=[O:32])[CH:27]=[CH:28][CH:29]=1)=[O:7])([CH3:4])([CH3:3])[CH3:2].[OH-].[K+]>CO.O>[C:1]([O:5][C:6]([C@@H:8]1[CH2:12][CH2:11][C@H:10]([C:13]2[CH:18]=[CH:17][CH:16]=[CH:15][CH:14]=2)[N:9]1[C:19](=[O:36])[CH2:20][NH:21][C:22](=[O:35])[NH:23][C:24]1[CH:25]=[C:26]([CH2:30][C:31]([OH:33])=[O:32])[CH:27]=[CH:28][CH:29]=1)=[O:7])([CH3:4])([CH3:2])[CH3:3] |f:1.2|. Reported procedure: The operation is carried out as in Example 9, but starting from 1.9 g of methyl (2S,5R)-3-{3-[2-(2-tert-butoxycarbonyl-5-phenyl-1-pyrrolidinyl)-2-oxoethyl]ureido}phenylacetate in solution in 60 cm3 of methanol and 0.22 g of potassium hydroxide dissolved in 30 cm3 of water. After treatment, 0.65 g of (2S,5R)-3-{3-[2-(2-tert-butoxycarbonyl-5-phenyl-1-pyrrolidinyl)-2-oxoethyl]ureido}phenylacetic acid, melting at 112° C., [α]D20 =+30.6°±0.8° (c=1; methanol) is obtained.